Task: describe an organic reaction: reactants, conditions, products, and yield. Dataset: the Open Reaction Database (ORD), a public repository of structured organic reaction records The reactants are C(C)OC(=O)C1CC(N(CC1)C)S(=O)(=O)C1=CC=C(C=C1)OCC1=CC=C(C=C1)Cl ([4-(4-Chloro-benzyloxy)-benzenesulfonyl]-1-methylpiperidine-4-carboxylic acid ethyl ester). Solvent: C1CCOC1.CO (THF Methanol), [OH-].[Na+] (NaOH). Yields the product ClC1=CC=C(COC2=CC=C(C=C2)S(=O)(=O)C2N(CCC(C2)C(=O)O)C)C=C1 (4-(4-Chloro-benzyloxy)-benzenesulfonyl-1-methylpiperidine-4-carboxylic acid). As a reaction SMILES: C([O:3][C:4]([CH:6]1[CH2:11][CH2:10][N:9]([CH3:12])[CH:8]([S:13]([C:16]2[CH:21]=[CH:20][C:19]([O:22][CH2:23][C:24]3[CH:29]=[CH:28][C:27]([Cl:30])=[CH:26][CH:25]=3)=[CH:18][CH:17]=2)(=[O:15])=[O:14])[CH2:7]1)=[O:5])C>C1COCC1.CO.[OH-].[Na+]>[Cl:30][C:27]1[CH:26]=[CH:25][C:24]([CH2:23][O:22][C:19]2[CH:18]=[CH:17][C:16]([S:13]([CH:8]3[CH2:7][CH:6]([C:4]([OH:5])=[O:3])[CH2:11][CH2:10][N:9]3[CH3:12])(=[O:15])=[O:14])=[CH:21][CH:20]=2)=[CH:29][CH:28]=1 |f:1.2,3.4|. Reported procedure: [4-(4-Chloro-benzyloxy)-benzenesulfonyl-1-methylpiperidine-4-carboxylic acid was prepared starting from [4-(4-Chloro-benzyloxy)-benzenesulfonyl]-1-methylpiperidine-4-carboxylic acid ethyl ester (10.7 g, 24 mmol) dissolved in THF:Methanol (75: 75 mI) and 10 N NaOH (20 ml). The resulting reaction mixture was worked up as outlined in example 83. Yield 4.9 g (50%); off white solid; MS: 426.2 (M+H)+ The reactants are C(C)(C)(C)NC(=O)[C@H]1NCCCC1 (N-tert.butyl-2(S)-piperidinecarboxamide), C(C1=CC=CC=C1)OC(=O)N[C@H]([C@H]1CO1)CC1=CC=CC=C1 (3(S)-(benzyloxyformamido)-1,2(S)-epoxy-4-phenylbutane). Solvent: C(C)O (ethanol). Yields the product C(C1=CC=CC=C1)OC(=O)N[C@H]([C@@H](CN1[C@@H](CCCC1)C(=O)NC(C)(C)C)O)CC1=CC=CC=C1 (1-[3(S)-(benzyloxyformamido)-2(R)-hydroxy-4-phenylbutyl]-N-tert.butyl-2(S)-piperidinecarboxamide). The yield is 91.5%. RXN SMILES: [C:1]([NH:5][C:6]([C@@H:8]1[CH2:13][CH2:12][CH2:11][CH2:10][NH:9]1)=[O:7])([CH3:4])([CH3:3])[CH3:2].[CH2:14]([O:21][C:22]([NH:24][C@@H:25]([CH2:29][C:30]1[CH:35]=[CH:34][CH:33]=[CH:32][CH:31]=1)[C@@H:26]1[O:28][CH2:27]1)=[O:23])[C:15]1[CH:20]=[CH:19][CH:18]=[CH:17][CH:16]=1>C(O)C>[CH2:14]([O:21][C:22]([NH:24][C@@H:25]([CH2:29][C:30]1[CH:31]=[CH:32][CH:33]=[CH:34][CH:35]=1)[C@H:26]([OH:28])[CH2:27][N:9]1[CH2:10][CH2:11][CH2:12][CH2:13][C@H:8]1[C:6]([NH:5][C:1]([CH3:4])([CH3:2])[CH3:3])=[O:7])=[O:23])[C:15]1[CH:16]=[CH:17][CH:18]=[CH:19][CH:20]=1. Reported procedure: 2.576 g of N-tert.butyl-2(S)-piperidinecarboxamide and 4.158 g of 3(S)-(benzyloxyformamido)-1,2(S)-epoxy-4-phenylbutane in 70 ml of ethanol was heated at reflux for 16 hours. The solvent was removed by evaporation and the residue was dissolved in 100 ml of diethyl ether and treated with 10 g of activated magnesium silicate. The solvent was then removed by evaporation and there were obtained 6.16 g of 1-[3(S)-(benzyloxyformamido)-2(R)-hydroxy-4-phenylbutyl]-N-tert.butyl-2(S)-piperidinecarboxamide... Starting materials: ClCCl, CC(C)(C)OC(=O)NCC#Cc1cnccc1Oc1ccc([N+](=O)[O-])cc1F, O=C(O)C(F)(F)F. Product: NCC#Cc1cnccc1Oc1ccc([N+](=O)[O-])cc1F. Reaction SMILES: [Cl:36][CH2:37][Cl:38].[F:1][c:2]1[c:3]([O:4][c:5]2[c:6]([C:11]#[C:12][CH2:13][NH:14][C:15](=[O:16])[O:17][C:18]([CH3:19])([CH3:20])[CH3:21])[cH:7][n:8][cH:9][cH:10]2)[cH:22][cH:23][c:24]([N+:26](=[O:27])[O-:28])[cH:25]1.[F:29][C:30]([F:31])([F:32])[C:33]([OH:34])=[O:35]>>[F:1][c:2]1[c:3]([O:4][c:5]2[c:6]([C:11]#[C:12][CH2:13][NH2:14])[cH:7][n:8][cH:9][cH:10]2)[cH:22][cH:23][c:24]([N+:26](=[O:27])[O-:28])[cH:25]1. The reactants are ClC=1C=C(N)C=CC1C(F)(F)F (3-chloro-4-(trifluoromethyl)aniline), N1=CC=CC=C1 (pyridine), CCN(C(C)C)C(C)C (DIEA), C(=O)(Cl)Cl (phosgene), CS(=O)(=O)[O-].O=C1NC(CCC1N1C(C2=CC=C(C=C2C1)C[NH3+])=O)=O ((2-(2,6-dioxopiperidin-3-yl)-1-oxoisoindolin-5-yl)methanaminium methanesulfonate), CCN(C(C)C)C(C)C (DIEA). Run in C(C)#N (acetonitrile). Run at time 30 minute. Yields the product ClC=1C=C(C=CC1C(F)(F)F)NC(=O)NCC=1C=C2CN(C(C2=CC1)=O)C1C(NC(CC1)=O)=O (1-(3-chloro-4-(trifluoromethyl)phenyl)-3-((2-(2,6-dioxopiperidin-3-yl)-1-oxoisoindolin-5-yl)methyl)urea). Isolated yield 37.4%. Reaction SMILES: [Cl:1][C:2]1[CH:3]=[C:4]([CH:6]=[CH:7][C:8]=1[C:9]([F:12])([F:11])[F:10])[NH2:5].N1C=CC=CC=1.CCN(C(C)C)C(C)C.[C:28](Cl)(Cl)=[O:29].CS([O-])(=O)=O.[O:37]=[C:38]1[CH:43]([N:44]2[CH2:52][C:51]3[C:46](=[CH:47][CH:48]=[C:49]([CH2:53][NH3+:54])[CH:50]=3)[C:45]2=[O:55])[CH2:42][CH2:41][C:40](=[O:56])[NH:39]1>C(#N)C>[Cl:1][C:2]1[CH:3]=[C:4]([NH:5][C:28]([NH:54][CH2:53][C:49]2[CH:50]=[C:51]3[C:46](=[CH:47][CH:48]=2)[C:45](=[O:55])[N:44]([CH:43]2[CH2:42][CH2:41][C:40](=[O:56])[NH:39][C:38]2=[O:37])[CH2:52]3)=[O:29])[CH:6]=[CH:7][C:8]=1[C:9]([F:10])([F:11])[F:12] |f:4.5|. Procedure: To a solution of 3-chloro-4-(trifluoromethyl)aniline (0.60 g, 3.07 mmol), pyridine (0.24 g, 3.07 mmol), and DIEA (1.10 ml, 6.14 mmol) in acetonitrile (5 mL) was added phosgene (1.54 mL, 2.91 mmol, 20% in toluene) via syringe at 0° C. After 30 min, (2-(2,6-dioxopiperidin-3-yl)-1-oxoisoindolin-5-yl)methanaminium methanesulfonate (0.84 g, 2.27 mmol) was added in one portion followed by additional DIEA (1.1 ml, 6.14 mmol). The resulting suspension was stirred for 1.5 h and allowed to warm to room te... Starting materials: N1(CCCCCC1)CCN1CCC(CC1)NC(=O)C=1NC2=CC=CC(=C2C1)OC(C)C (4-Isopropoxy-1H-indole-2-carboxylic acid [1-(2-azepan-1-yl-ethyl)-piperidin-4-yl]-amide), Cl.Cl.Cl.NC1CCN(CC1)CCN1CCC(CC1)O (1-[2-(4-Amino-piperidin-1-yl)-ethyl]-piperidin-4-ol tri-hydrochloride). Product: OC1CCN(CC1)CCN1CCC(CC1)NC(=O)C=1NC2=CC=CC(=C2C1)OC(C)C (4-Isopropoxy-1H-indole-2-carboxylic acid {1-[2-(4-hydroxy-piperidin-1-yl)-ethyl]-piperidin-4-yl}-amide). RXN SMILES: [N:1]1([CH2:8][CH2:9][N:10]2[CH2:15][CH2:14][CH:13]([NH:16][C:17]([C:19]3[NH:20][C:21]4[C:26]([CH:27]=3)=[C:25]([O:28][CH:29]([CH3:31])[CH3:30])[CH:24]=[CH:23][CH:22]=4)=[O:18])[CH2:12][CH2:11]2)[CH2:7][CH2:6][CH2:5]C[CH2:3][CH2:2]1.Cl.Cl.Cl.NC1CCN(CCN2CCC([OH:50])CC2)CC1>>[OH:50][CH:5]1[CH2:3][CH2:2][N:1]([CH2:8][CH2:9][N:10]2[CH2:15][CH2:14][CH:13]([NH:16][C:17]([C:19]3[NH:20][C:21]4[C:26]([CH:27]=3)=[C:25]([O:28][CH:29]([CH3:30])[CH3:31])[CH:24]=[CH:23][CH:22]=4)=[O:18])[CH2:12][CH2:11]2)[CH2:7][CH2:6]1 |f:1.2.3.4|. Procedure details: This compound is synthesized analogously to Example 1 from 4-Isopropoxy-1H-indole-2-carboxylic acid 74 (preparation see Example 2) and amine 21. Reactants: BrCCO (2-bromoethanol), C([O-])([O-])=O.[K+].[K+] (potassium carbonate), [I-].[K+] (potassium iodide), C1(CCCCC1)C1N(CCC2=CC=CC=C12)C(CNCC1CCCCC1)=O (2-(1-cyclohexyl-3,4-dihydroisoquinolin-2(1H)-yl)-N-(cyclohexylmethyl)-2-oxoethanamine). Run in C(C)#N (acetonitrile). Yields the product C1(CCCCC1)C1N(CCC2=CC=CC=C12)C(CN(CCO)CC1CCCCC1)=O (2-{[2-(1-cyclohexyl-3,4-dihydroisoquinolin-2(1H)-yl)-2-oxoethyl](cyclohexylmethyl)amino}ethanol). Yield: 46.8%. As a reaction SMILES: [CH:1]1([CH:7]2[C:16]3[C:11](=[CH:12][CH:13]=[CH:14][CH:15]=3)[CH2:10][CH2:9][N:8]2[C:17](=[O:27])[CH2:18][NH:19][CH2:20][CH:21]2[CH2:26][CH2:25][CH2:24][CH2:23][CH2:22]2)[CH2:6][CH2:5][CH2:4][CH2:3][CH2:2]1.Br[CH2:29][CH2:30][OH:31].C(=O)([O-])[O-].[K+].[K+].[I-].[K+]>C(#N)C>[CH:1]1([CH:7]2[C:16]3[C:11](=[CH:12][CH:13]=[CH:14][CH:15]=3)[CH2:10][CH2:9][N:8]2[C:17](=[O:27])[CH2:18][N:19]([CH2:20][CH:21]2[CH2:22][CH2:23][CH2:24][CH2:25][CH2:26]2)[CH2:29][CH2:30][OH:31])[CH2:2][CH2:3][CH2:4][CH2:5][CH2:6]1 |f:2.3.4,5.6|. Procedure details: 2-(1-cyclohexyl-3,4-dihydroisoquinolin-2(1H)-yl)-N-(cyclohexylmethyl)-2-oxoethanamine (296 mg) was dissolved in acetonitrile (10 mL). To the reaction liquid were added 2-bromoethanol (400 mg), potassium carbonate (555 mg), and potassium iodide (133 mg), followed by stirring under heating at reflux for 16 hours. Thereafter, the solvent was evaporated and water was added to the reaction liquid, followed by extraction with chloroform. The extract was washed with saturated brine, and then dried over...